Dataset: the Open Reaction Database (ORD), a public repository of structured organic reaction records. Task: describe an organic reaction: reactants, conditions, products, and yield The reactants are CCN=C=NCCCN(C)C, CN(C)c1ccncc1, ClCCl, Cl, c1ccc2[nH]c(C3CCNCC3)nc2c1, [Na+], O=C([O-])O, O, O=C(O)c1ccc(-c2ccccc2)cc1. The product is O=C(c1ccc(-c2ccccc2)cc1)N1CCC(c2nc3ccccc3[nH]2)CC1. Reaction SMILES: [CH3:32][N:33]([CH3:34])[CH2:35][CH2:36][CH2:37][N:38]=[C:39]=[N:40][CH2:41][CH3:42].[CH3:46][N:47]([CH3:48])[c:49]1[cH:50][cH:51][n:52][cH:53][cH:54]1.[Cl:43][CH2:44][Cl:45].[ClH:31].[NH:16]1[CH2:17][CH2:18][CH:19]([c:22]2[n:23][c:24]3[c:25]([nH:26]2)[cH:27][cH:28][cH:29][cH:30]3)[CH2:20][CH2:21]1.[Na+:59].[O-:55][C:56]([OH:57])=[O:58].[OH2:60].[c:1]1(-[c:10]2[cH:11][cH:12][cH:13][cH:14][cH:15]2)[cH:2][cH:3][c:4]([C:7](=[O:8])[OH:9])[cH:5][cH:6]1>>[c:1]1(-[c:10]2[cH:11][cH:12][cH:13][cH:14][cH:15]2)[cH:2][cH:3][c:4]([C:7](=[O:9])[N:16]2[CH2:17][CH2:18][CH:19]([c:22]3[nH:23][c:24]4[c:25]([n:26]3)[cH:27][cH:28][cH:29][cH:30]4)[CH2:20][CH2:21]2)[cH:5][cH:6]1. The reactants are [BH4-], O=c1c(C2=NS(=O)(=O)c3cc(OCc4ccccc4)ccc3N2)c(O)c2ccccc2n1N=C1CCC1, CO, Cl, [Li+], C1CCOC1. Yields the product O=c1c(C2=NS(=O)(=O)c3cc(OCc4ccccc4)ccc3N2)c(O)c2ccccc2n1NC1CCC1. Reaction SMILES: [BH4-:40].[CH2:1]([c:2]1[cH:3][cH:4][cH:5][cH:6][cH:7]1)[O:8][c:9]1[cH:10][c:11]2[c:12]([cH:36][cH:37]1)[NH:13][C:14]([c:19]1[c:20](=[O:35])[n:21]([N:30]=[C:31]3[CH2:32][CH2:33][CH2:34]3)[c:22]3[cH:23][cH:24][cH:25][cH:26][c:27]3[c:28]1[OH:29])=[N:15][S:16]2(=[O:17])=[O:18].[CH3:38][OH:39].[ClH:47].[Li+:41].[O:42]1[CH2:43][CH2:44][CH2:45][CH2:46]1>>[CH2:1]([c:2]1[cH:3][cH:4][cH:5][cH:6][cH:7]1)[O:8][c:9]1[cH:10][c:11]2[c:12]([cH:36][cH:37]1)[NH:13][C:14]([c:19]1[c:20](=[O:35])[n:21]([NH:30][CH:31]3[CH2:32][CH2:33][CH2:34]3)[c:22]3[cH:23][cH:24][cH:25][cH:26][c:27]3[c:28]1[OH:29])=[N:15][S:16]2(=[O:17])=[O:18]. Starting materials: C(C1=CC=CC=C1)OCC1C(C(C1)=O)(Cl)Cl (3-(benzyloxymethyl)-2,2-dichlorocyclobutanone), C(C)OCC (diethyl ether). Reagents/catalysts: [Zn] (Zinc). Solvent: C(C)(=O)O (acetic acid). Reaction conditions: temperature 60 celsius. The product is C(C1=CC=CC=C1)OCC1CC(C1)=O (3-(Benzyloxymethyl)cyclobutanone). Reaction SMILES: [CH2:1]([O:8][CH2:9][CH:10]1[CH2:13][C:12](=[O:14])[C:11]1(Cl)Cl)[C:2]1[CH:7]=[CH:6][CH:5]=[CH:4][CH:3]=1.C(OCC)C>C(O)(=O)C.[Zn]>[CH2:1]([O:8][CH2:9][CH:10]1[CH2:13][C:12](=[O:14])[CH2:11]1)[C:2]1[CH:7]=[CH:6][CH:5]=[CH:4][CH:3]=1. Reported procedure: Zinc dust (93.5 g, 1.44 mol) was added to a solution of 3-(benzyloxymethyl)-2,2-dichlorocyclobutanone (124 g, 0.48 mol) in glacial acetic acid (800 ml) at room temperature. The reactants were heated at 60° C. for 1 hr, after which time dry diethyl ether was added to the cooled products, which were then filtered. The residue was washed with diethyl ether and the combined filtrate and washings were concentrated under reduced pressure. The residue was dissolved in dichloromethane, which was washed ... Reaction SMILES: [C:1]([CH2:4][PH:5](=[O:7])[O-:6])(=O)[CH3:2].[Na+:8].[NH2:9][NH:10][C:11]([NH2:13])=[S:12]>C(O)C>[C:1](=[N:9][NH:10][C:11]([NH2:13])=[S:12])([CH2:4][PH:5](=[O:7])[O-:6])[CH3:2].[Na+:8] |f:0.1,4.5|. The product is C(C)(CP([O-])=O)=NNC(=S)N.[Na+] (Sodium acetylmethylphosphinate thiosemicarbazone). Run in C(C)O (ethanol). Reactants: C(C)(=O)CP([O-])=O.[Na+] (sodium acetylmethylphosphinate), NNC(=S)N (thiosemicarbazide). Reported procedure: A mixture of sodium acetylmethylphosphinate (3.5 g) and thiosemicarbazide (2.2 g) was stirred in ethanol (15 ml) for 4 days. The precipitated hydrazone was filtered off and dried (4.6 g). The n.m.r spectrum supports the required structure. The compound slowly decomposes above 125°. Starting materials: FC=1C=CC(=C(OCC(=O)OCC)C1)C1=NC=CC2=CC(=CC=C12)S(N(C=1SC=CN1)CC1=CC=C(C=C1)OC)(=O)=O (Ethyl 2-(5-fluoro-2-(6-(N-(4-methoxybenzyl)-N-(thiazol-2-yl)sulfamoyl)isoquinolin-1-yl)phenoxy)acetate), N (ammonia). Conditions: temperature 60 celsius. Yields the product FC=1C=CC(=C(OCC(=O)N)C1)C1=NC=CC2=CC(=CC=C12)S(N(C=1SC=CN1)CC1=CC=C(C=C1)OC)(=O)=O (2-(5-fluoro-2-(6-(N-(4-methoxybenzyl)-N-(thiazol-2-yl)sulfamoyl)isoquinolin-1-yl)phenoxy)acetamide). Reaction SMILES: [F:1][C:2]1[CH:3]=[CH:4][C:5]([C:15]2[C:24]3[C:19](=[CH:20][C:21]([S:25](=[O:42])(=[O:41])[N:26]([CH2:32][C:33]4[CH:38]=[CH:37][C:36]([O:39][CH3:40])=[CH:35][CH:34]=4)[C:27]4[S:28][CH:29]=[CH:30][N:31]=4)=[CH:22][CH:23]=3)[CH:18]=[CH:17][N:16]=2)=[C:6]([CH:14]=1)[O:7][CH2:8][C:9]([O:11]CC)=O.[NH3:43]>>[F:1][C:2]1[CH:3]=[CH:4][C:5]([C:15]2[C:24]3[C:19](=[CH:20][C:21]([S:25](=[O:42])(=[O:41])[N:26]([CH2:32][C:33]4[CH:38]=[CH:37][C:36]([O:39][CH3:40])=[CH:35][CH:34]=4)[C:27]4[S:28][CH:29]=[CH:30][N:31]=4)=[CH:22][CH:23]=3)[CH:18]=[CH:17][N:16]=2)=[C:6]([CH:14]=1)[O:7][CH2:8][C:9]([NH2:43])=[O:11]. Procedure: Ethyl 2-(5-fluoro-2-(6-(N-(4-methoxybenzyl)-N-(thiazol-2-yl)sulfamoyl)isoquinolin-1-yl)phenoxy)acetate was dissolved in methanolic ammonia and heated at 60° C. for 16 h in a sealed tube. The reaction mixture was concentrated to obtain 2-(5-fluoro-2-(6-(N-(4-methoxybenzyl)-N-(thiazol-2-yl)sulfamoyl)isoquinolin-1-yl)phenoxy)acetamide as light yellow solid. m/z (ESI) 579.2 (M+H)+. This was then dissolved in DCM (1 mL) and 4 drops of TFA were added and the reaction was stirred for 15 min. The reacti... Reactants: NC(=N)N (guanidine), ClC1=C(C(=CC=C1)Cl)C(C(=O)Br)Br (2-(2,6-dichlorophenyl)-2-bromo-acetyl-bromide), [OH-].[Na+] (NaOH). The solvent is O (water), CC(=O)C (acetone), O (water). Reaction conditions: time 1 hour. Yields the product ClC1=C(C(=CC=C1)Cl)C(C(=O)NC(=N)N)Br ([2-(2,6-dichlorophenyl)-2-bromo-acetyl] guanidine). RXN SMILES: [NH2:1][C:2]([NH2:4])=[NH:3].[Cl:5][C:6]1[CH:11]=[CH:10][CH:9]=[C:8]([Cl:12])[C:7]=1[CH:13]([Br:17])[C:14](Br)=[O:15].[OH-].[Na+]>O.CC(C)=O>[Cl:5][C:6]1[CH:11]=[CH:10][CH:9]=[C:8]([Cl:12])[C:7]=1[CH:13]([Br:17])[C:14]([NH:3][C:2]([NH2:4])=[NH:1])=[O:15] |f:2.3|. Reported procedure: To a solution of 0.072 mols guanidine (from 6.9 g guanidine hydrochloride and 3 g NaOH) in 100 ml water, 20 g (0.06 mols) 2-(2,6-dichlorophenyl)-2-bromo-acetyl-bromide in 50 ml acetone and 2.4 g (0.06 mols) NaOH in 50 ml water at 10 degrees C. are simultaneously added dropwise. After one hour, the organic phase is extracted with methylene chloride, filtered, and further extracted in a counter-current manner with 1 N hydrochloric acid. The acid phase is then adjusted to an alkaline pH and extract... RXN SMILES: [SH:1][CH2:2][C:3]([O:5][CH3:6])=[O:4].[CH2:7]([N:14]1[C:22]2[C:17](=[CH:18][CH:19]=[CH:20][CH:21]=2)[C:16]([C:23](=O)[CH3:24])=[C:15]1Cl)[C:8]1[CH:13]=[CH:12][CH:11]=[CH:10][CH:9]=1.C([O-])([O-])=O.[K+].[K+].O>CO.CCOC(C)=O>[CH2:7]([N:14]1[C:22]2[C:17](=[CH:18][CH:19]=[CH:20][CH:21]=2)[C:16]2[C:23]([CH3:24])=[C:2]([C:3]([O:5][CH3:6])=[O:4])[S:1][C:15]1=2)[C:8]1[CH:9]=[CH:10][CH:11]=[CH:12][CH:13]=1 |f:2.3.4|. Procedure details: 550 μl of methyl 2-mercaptoacetate was added to a slurry of 1.45 g of (82) and 1.6 g of K2CO3 in 15 ml of MeOH, and left with stirring overnight. 30 ml of water was added, and the product isolated as a sticky lump. This lump was dissolved in EtOAc, washed with water, dried and evaporated to give an oil, which slowly solidified. Crystallization from MeOH gave (83). Yield 330 mg. M.p. 132°-4° C. Run at time 8 hour. Yields the product C(C1=CC=CC=C1)N1C2=C(C3=CC=CC=C13)C(=C(S2)C(=O)OC)C (Methyl 8-benzyl-3-methylthieno[2,3-b]indole-2-carboxylate). Run in CO (MeOH), CCOC(=O)C (EtOAc). Reactants: O (water), SCC(=O)OC (methyl 2-mercaptoacetate), C(C1=CC=CC=C1)N1C(=C(C2=CC=CC=C12)C(C)=O)Cl (1-Benzyl-2-chloro-3-acetylindole), C(=O)([O-])[O-].[K+].[K+] (K2CO3). Reactants: C(C)(C)(C)OP(=O)(OC(C)(C)C)C(C1=CC=C(CC(C(=O)OCC2=CC=CC=C2)(C(=O)OCC2=CC=CC=C2)CC2=CC=C(C=C2)C(F)(F)P(=O)(OC(C)(C)C)OC(C)(C)C)C=C1)(F)F (dibenzyl 2,2-di{4-[(di-tert-butoxyphosphoryl) (difluoro)methyl]benzyl}malonate). Run in C(=O)(C(F)(F)F)O.O (TFA water). Product: FC(C1=CC=C(CC(C(=O)OCC2=CC=CC=C2)(C(=O)OCC2=CC=CC=C2)CC2=CC=C(C=C2)C(P(=O)(O)O)(F)F)C=C1)(P(=O)(O)O)F (2,2-Di{4-[difluoro(phosphono)methyl]benzyl}malonic acid, dibenzyl ester). The yield is 131.0%. As a reaction SMILES: C([O:5][P:6]([C:13]([F:65])([F:64])[C:14]1[CH:63]=[CH:62][C:17]([CH2:18][C:19]([CH2:40][C:41]2[CH:46]=[CH:45][C:44]([C:47]([P:50]([O:57]C(C)(C)C)([O:52]C(C)(C)C)=[O:51])([F:49])[F:48])=[CH:43][CH:42]=2)([C:30]([O:32][CH2:33][C:34]2[CH:39]=[CH:38][CH:37]=[CH:36][CH:35]=2)=[O:31])[C:20]([O:22][CH2:23][C:24]2[CH:29]=[CH:28][CH:27]=[CH:26][CH:25]=2)=[O:21])=[CH:16][CH:15]=1)([O:8]C(C)(C)C)=[O:7])(C)(C)C>C(O)(C(F)(F)F)=O.O>[F:65][C:13]([F:64])([P:6]([OH:8])([OH:7])=[O:5])[C:14]1[CH:15]=[CH:16][C:17]([CH2:18][C:19]([CH2:40][C:41]2[CH:42]=[CH:43][C:44]([C:47]([F:48])([F:49])[P:50]([OH:57])([OH:52])=[O:51])=[CH:45][CH:46]=2)([C:30]([O:32][CH2:33][C:34]2[CH:39]=[CH:38][CH:37]=[CH:36][CH:35]=2)=[O:31])[C:20]([O:22][CH2:23][C:24]2[CH:29]=[CH:28][CH:27]=[CH:26][CH:25]=2)=[O:21])=[CH:62][CH:63]=1 |f:1.2|. Procedure: A solution of dibenzyl 2,2-di{4-[(di-tert-butoxyphosphoryl) (difluoro)methyl]benzyl}malonate (100 mg) in 2 mL of 10:1 TFA/water was stirred for 0.5 h and then concentrated. The residue was dissolved in 5 mL of water and lyopholized to give 100 mg of the title compound as a beige solid. The reactants are FC(C1=CC=C(C=C1)[C@]12CNC[C@@H]2C1)(F)F ((1S,5R)-1-[4-(trifluoromethyl)phenyl]-3-azabicyclo[3.1.0]hexane), C1CCOC1 (THF). Run in TEA, BrCCCO (3-bromo-1-propanol). Product: FC(C1=CC=C(C=C1)[C@]12CN(C[C@@H]2C1)CCCO)(F)F (3-{(1S,5R)-1-[4-(trifluoromethyl)phenyl]-3-azabicyclo[3.1.0]hex-3-yl}-1-propanol). As a reaction SMILES: [F:1][C:2]([F:16])([F:15])[C:3]1[CH:8]=[CH:7][C:6]([C@:9]23[CH2:14][C@H:13]2[CH2:12][NH:11][CH2:10]3)=[CH:5][CH:4]=1.[CH2:17]1C[O:20][CH2:19][CH2:18]1>BrCCCO>[F:16][C:2]([F:1])([F:15])[C:3]1[CH:4]=[CH:5][C:6]([C@:9]23[CH2:14][C@H:13]2[CH2:12][N:11]([CH2:17][CH2:18][CH2:19][OH:20])[CH2:10]3)=[CH:7][CH:8]=1. Procedure: To a solution of (1S,5R)-1-[4-(trifluoromethyl)phenyl]-3-azabicyclo[3.1.0]hexane (Prep4, 151 mg) in dry THF (3.3 mL), TEA (0.112 mL) and 3-bromo-1-propanol (0.073 mL) were added and the resulting mixture was heated at reflux for 4 hours. After cooling at room temperature it was diluted with EtAcO (20 mL), washed with water, dried over anhydrous Na2SO4 and concentrated under reduced pressure. The crude product was purified by a silica SPE cartridge (10 g) eluting with DCM/MeOH from 99/1 to 96/4 t... Conditions: temperature 50 celsius, time 8 hour. Yields the product ClC1=C(C=C(C(=C1)F)[N+](=O)[O-])NCC=1C(=CC(=NC1)N(C)OC)NC (5-((2-chloro-4-fluoro-5-nitrophenylamino)methyl)-N2-methoxy-N2,N4-dimethylpyridine-2,4-diamine). Reactants: ClC1=C(C=C(C(=C1)F)[N+](=O)[O-])N (2-Chloro-4-fluoro-5-nitro-phenylamine), ClCC=1C(=CC(=NC1)N(C)OC)NC (5-(chloromethyl)-N2-methoxy-N2,N4-dimethylpyridine-2,4-diamine). Procedure: 2-Chloro-4-fluoro-5-nitro-phenylamine (1.4 g, 7.4 mmol) was added to a solution of 5-(chloromethyl)-N2-methoxy-N2,N4-dimethylpyridine-2,4-diamine from example A16 (1.6 g, 7.4 mmol) in pyridine (30 mL) and the mixture was stirred at 50° C. for 8 hours. The reaction mixture was concentrated under reduced pressure and the solid residue was thoroughly washed with water to give 5-((2-chloro-4-fluoro-5-nitrophenylamino)methyl)-N2-methoxy-N2,N4-dimethylpyridine-2,4-diamine (1.5 g, 56% yield). 1H NMR (4... RXN SMILES: [Cl:1][C:2]1[CH:7]=[C:6]([F:8])[C:5]([N+:9]([O-:11])=[O:10])=[CH:4][C:3]=1[NH2:12].Cl[CH2:14][C:15]1[C:16]([NH:25][CH3:26])=[CH:17][C:18]([N:21]([O:23][CH3:24])[CH3:22])=[N:19][CH:20]=1>N1C=CC=CC=1>[Cl:1][C:2]1[CH:7]=[C:6]([F:8])[C:5]([N+:9]([O-:11])=[O:10])=[CH:4][C:3]=1[NH:12][CH2:14][C:15]1[C:16]([NH:25][CH3:26])=[CH:17][C:18]([N:21]([O:23][CH3:24])[CH3:22])=[N:19][CH:20]=1. Isolated yield 56.0%. Run in N1=CC=CC=C1 (pyridine).